From a dataset of the Open Reaction Database (ORD), a public repository of structured organic reaction records. describe an organic reaction: reactants, conditions, products, and yield Reactants: O=S(=O)(NCc1ccccc1)c1cccc(CO)c1, ClCCl, O=[Mn]=O. Yields the product O=Cc1cccc(S(=O)(=O)NCc2ccccc2)c1. Reaction SMILES: [CH2:1]([c:2]1[cH:3][cH:4][cH:5][cH:6][cH:7]1)[NH:8][S:9](=[O:10])(=[O:11])[c:12]1[cH:13][c:14]([CH2:18][OH:19])[cH:15][cH:16][cH:17]1.[Cl:20][CH2:21][Cl:22].[O:23]=[Mn:24]=[O:25]>>[CH2:1]([c:2]1[cH:3][cH:4][cH:5][cH:6][cH:7]1)[NH:8][S:9](=[O:10])(=[O:11])[c:12]1[cH:13][c:14]([CH:18]=[O:19])[cH:15][cH:16][cH:17]1. The reactants are FC1=CC(=C(C(=O)OC)C=C1[N+](=O)[O-])OC (methyl 4-fluoro-2-methoxy-5-nitrobenzoate), CCN(C(C)C)C(C)C (DIEA), COC1=CC=C(C=C1)CN ((4-methoxyphenyl)methanamine). Run in O (water), CN(C=O)C (N,N-dimethylformamide). Conditions: temperature 25 celsius, time 1 hour. Product: COC1=C(C(=O)OC)C=C(C(=C1)NCC1=CC=C(C=C1)OC)[N+](=O)[O-] (methyl 2-methoxy-4-(4-methoxybenzylamino)-5-nitrobenzoate). Yield: 72.8%. Reaction SMILES: F[C:2]1[C:11]([N+:12]([O-:14])=[O:13])=[CH:10][C:5]([C:6]([O:8][CH3:9])=[O:7])=[C:4]([O:15][CH3:16])[CH:3]=1.CCN(C(C)C)C(C)C.[CH3:26][O:27][C:28]1[CH:33]=[CH:32][C:31]([CH2:34][NH2:35])=[CH:30][CH:29]=1>CN(C)C=O.O>[CH3:16][O:15][C:4]1[CH:3]=[C:2]([NH:35][CH2:34][C:31]2[CH:32]=[CH:33][C:28]([O:27][CH3:26])=[CH:29][CH:30]=2)[C:11]([N+:12]([O-:14])=[O:13])=[CH:10][C:5]=1[C:6]([O:8][CH3:9])=[O:7]. Procedure details: To a solution of methyl 4-fluoro-2-methoxy-5-nitrobenzoate (40 g, 174.55 mmol) in N,N-dimethylformamide (1000 mL) was added DIEA (45.2 g, 349.74 mmol). Then (4-methoxyphenyl)methanamine (31.1 g, 226.71 mmol) was added dropwise with stirring for 1 hour at 25° C. The reaction mixture was diluted with water (2 L). The solids were collected by filtration to afford methyl 2-methoxy-4-(4-methoxybenzylamino)-5-nitrobenzoate as a yellow solid (44 g, 75%). Reactants: [Br-], CON(C)C(=O)C(CO[Si](C)(C)C(C)(C)C)NC(=O)OC(C)(C)C, CC[Mg+], C1CCOC1. Product: CCC(=O)C(CO[Si](C)(C)C(C)(C)C)NC(=O)OC(C)(C)C. RXN SMILES: [Br-:25].[C:1]([CH3:2])([CH3:3])([CH3:4])[Si:5]([O:6][CH2:7][CH:8]([C:9](=[O:10])[N:11]([O:12][CH3:13])[CH3:14])[NH:15][C:16]([O:17][C:18]([CH3:19])([CH3:20])[CH3:21])=[O:22])([CH3:23])[CH3:24].[CH2:26]([CH3:27])[Mg+:28].[CH2:29]1[O:30][CH2:31][CH2:32][CH2:33]1>>[C:1]([CH3:2])([CH3:3])([CH3:4])[Si:5]([O:6][CH2:7][CH:8]([C:9](=[O:10])[CH2:26][CH3:27])[NH:15][C:16]([O:17][C:18]([CH3:19])([CH3:20])[CH3:21])=[O:22])([CH3:23])[CH3:24]. The reactants are C(C)(C)(C)C1=CC=C(C=C1)C1=NC=NC(=C1)Cl (4-(4-tert-butyl-phenyl)-6-chloro-pyrimidine), OC1=CC=C2C=CC=NC2=C1 (7-hydroxyquinoline), [H-].[Na+] (NaH). Run in CN(C)C=O (DMF). Run at time 4 hour. The product is hexanes EtOAc, C(C)(C)(C)C1=CC=C(C=C1)C1=CC(=NC=N1)OC1=CC=C2C=CC=NC2=C1 (7-[6-(4-tert-Butyl-phenyl)-pyrimidin-4-yloxy]-quinoline). As a reaction SMILES: [C:1]([C:5]1[CH:10]=[CH:9][C:8]([C:11]2[CH:16]=[C:15](Cl)[N:14]=[CH:13][N:12]=2)=[CH:7][CH:6]=1)([CH3:4])([CH3:3])[CH3:2].[OH:18][C:19]1[CH:28]=[C:27]2[C:22]([CH:23]=[CH:24][CH:25]=[N:26]2)=[CH:21][CH:20]=1.[H-].[Na+]>CN(C=O)C>[C:1]([C:5]1[CH:10]=[CH:9][C:8]([C:11]2[N:12]=[CH:13][N:14]=[C:15]([O:18][C:19]3[CH:28]=[C:27]4[C:22]([CH:23]=[CH:24][CH:25]=[N:26]4)=[CH:21][CH:20]=3)[CH:16]=2)=[CH:7][CH:6]=1)([CH3:4])([CH3:3])[CH3:2] |f:2.3|. Procedure details: To a 100-mL, round-bottomed flask containing 4-(4-tert-butyl-phenyl)-6-chloro-pyrimidine, (Example 1(a)), (0.15 g, 0.61 mmol) and 7-hydroxyquinoline (0.12 g, 0.85 mmol, Acros) in DMF (4 mL), was added NaH (34 mg, 0.85 mmol, 60% in mineral oil, Aldrich) at room temperature. The solution was then stirred at room temperature for 4 h. After the solvent was removed in vacuum, the residue was taken up in EtOAc (10 mL), and the organic layers were washed with water (8 mL), dried over Na2SO4, filtered, ...